describe an organic reaction: reactants, conditions, products, and yield From a dataset of the Open Reaction Database (ORD), a public repository of structured organic reaction records. Starting materials: FC=1C=C(C=C(C1F)F)[C@@H](C)O ((R)-1-(3,4,5-trifluorophenyl)ethanol), C1=CC=C(C=C1)OP(=O)(N=[N+]=[N-])OC2=CC=CC=C2 (diphenylphosphoric azide), O (Water). Solvent: C1(=CC=CC=C1)C (toluene), N12CCCCCC2=NCCC1 (1,8-diazabicyclo[5,4,0]undec-7-ene). Reaction conditions: time 8 hour. The product is N(=[N+]=[N-])[C@@H](C)C=1C=C(C(=C(C1)F)F)F (5-((S)-1-azidoethyl)-1,2,3-trifluorobenzene). Reaction SMILES: [F:1][C:2]1[CH:3]=[C:4]([C@H:10](O)[CH3:11])[CH:5]=[C:6]([F:9])[C:7]=1[F:8].C1C=CC(OP(OC2C=CC=CC=2)([N:22]=[N+:23]=[N-:24])=O)=CC=1.O>C1(C)C=CC=CC=1.N12CCCN=C1CCCCC2>[N:22]([C@H:10]([C:4]1[CH:5]=[C:6]([F:9])[C:7]([F:8])=[C:2]([F:1])[CH:3]=1)[CH3:11])=[N+:23]=[N-:24]. Procedure: To a solution of (R)-1-(3,4,5-trifluorophenyl)ethanol (3.6 g) and diphenylphosphoric azide (6.0 ml) in toluene (70 ml), 1,8-diazabicyclo[5,4,0]undec-7-ene (4.1 ml) was added dropwise under ice-cooling. The reaction solution was stirred at the same temperature for one hour and at room temperature overnight. Water was added to the reaction solution, and the organic layer was separated. Then, the aqueous layer was subjected to extraction with toluene again. The organic layers were combined and sequ...